Task: describe an organic reaction: reactants, conditions, products, and yield. Dataset: the Open Reaction Database (ORD), a public repository of structured organic reaction records Reactants: S1C(=NC2=C1C=CC=C2)NC(=S)N2C=NC=C2 (1-[(2-benzothiazolyl)thiocarbamoyl]imidazole), ClC1=CC=C(C=C1)CCN (2-(4-chlorophenyl)ethylamine). Run in CN(C=O)C (N,N-dimethylformamide). The product is ClC1=CC=C(C=C1)CCNC(=S)NC=1SC2=C(N1)C=CC=C2 (N-[2-(4-chlorophenyl)ethyl]-N'-[2-benzothiazolyl]thiourea). The yield is 64.0%. RXN SMILES: [S:1]1[C:5]2[CH:6]=[CH:7][CH:8]=[CH:9][C:4]=2[N:3]=[C:2]1[NH:10][C:11]([N:13]1[CH:17]=[CH:16]N=C1)=[S:12].[Cl:18][C:19]1[CH:24]=[CH:23][C:22](CCN)=[CH:21][CH:20]=1>CN(C)C=O>[Cl:18][C:19]1[CH:24]=[CH:23][C:22]([CH2:16][CH2:17][NH:13][C:11]([NH:10][C:2]2[S:1][C:5]3[CH:6]=[CH:7][CH:8]=[CH:9][C:4]=3[N:3]=2)=[S:12])=[CH:21][CH:20]=1. Reported procedure: A solution of 1-[(2-benzothiazolyl)thiocarbamoyl]imidazole (1.04 g, 4 mmol) and 2-(4-chlorophenyl)ethylamine (0.63 g, 4 mmol) in N,N-dimethylformamide (15 mL) was stirred at 100° C. for 1 h, the reaction was cooled to room temperature and the solvent removed in vacuo. The residue was crystallized from ethyl acetate to provide 0.89 g (64%) of the title product: Starting materials: CCO, [Cl-], Cl, Cl, O=N[O-], CCOC(=O)C1=CC(CF)(CF)Oc2ccc(N)cc21, [Na+], O, O=S(=O)(O)O. Product: CCOC(=O)C1=CC(CF)(CF)Oc2ccc(Cl)cc21. As a reaction SMILES: [CH2:33]([OH:34])[CH3:35].[Cl-:31].[ClH:1].[ClH:32].[N:27]([O-:28])=[O:29].[NH2:2][c:3]1[cH:4][cH:5][c:6]2[c:7]([cH:21]1)[C:8]([C:16](=[O:17])[O:18][CH2:19][CH3:20])=[CH:9][C:10]([CH2:12][F:13])([CH2:14][F:15])[O:11]2.[Na+:30].[OH2:36].[S:22](=[O:23])(=[O:24])([OH:25])[OH:26]>>[Cl:1][c:3]1[cH:4][cH:5][c:6]2[c:7]([cH:21]1)[C:8]([C:16](=[O:17])[O:18][CH2:19][CH3:20])=[CH:9][C:10]([CH2:12][F:13])([CH2:14][F:15])[O:11]2. The reactants are CC=1N=C2N(C(C1CC)=O)C=C(C=C2)Cl (2-methyl-3-ethyl-7-chloro-4-oxo-4H-pyrido[1,2-a]-pyrimidine), Cl (hydrogen chloride). The solvent is C(C)O (ethanol), C(C)O (ethanol). Product: Cl.CC=1N=C2N(C(C1CC)=O)C=C(C=C2)Cl (2-methyl-3-ethyl-7-chloro-4-oxo-4H-pyrido[1,2-a]pyrimidine hydrochloride). Yield: 97.0%. RXN SMILES: [CH3:1][C:2]1[N:3]=[C:4]2[CH:14]=[CH:13][C:12]([Cl:15])=[CH:11][N:5]2[C:6](=[O:10])[C:7]=1[CH2:8][CH3:9].Cl>C(O)C>[ClH:15].[CH3:1][C:2]1[N:3]=[C:4]2[CH:14]=[CH:13][C:12]([Cl:15])=[CH:11][N:5]2[C:6](=[O:10])[C:7]=1[CH2:8][CH3:9] |f:3.4|. Procedure: 4.45 g. of 2-methyl-3-ethyl-7-chloro-4-oxo-4H-pyrido[1,2-a]-pyrimidine are dissolved in ethanol, with heating, then 25 ml. of a 28% by weight solution of hydrogen chloride in ethanol is added to the solution obtained. The precipitated crystals are filtered off and washed with ethanol. 5.01 g. (97%) of 2-methyl-3-ethyl-7-chloro-4-oxo-4H-pyrido[1,2-a]pyrimidine hydrochloride are obtained, M.P. 176° to 180° C.